Dataset: the Open Reaction Database (ORD), a public repository of structured organic reaction records. Task: describe an organic reaction: reactants, conditions, products, and yield Starting materials: CC(=O)Br, CC(C)CCCC(C)CCCC(C)CCOc1ccc2c(c1)C(O)(c1ccccc1)c1ccccc1-2, ClC(Cl)Cl. Product: CC(C)CCCC(C)CCCC(C)CCOc1ccc2c(c1)C(Br)(c1ccccc1)c1ccccc1-2. Reaction SMILES: [C:37](=[O:38])([CH3:39])[Br:40].[CH3:1][CH:2]([CH2:3][CH2:4][O:5][c:6]1[cH:7][c:8]2[c:16]([cH:17][cH:18]1)-[c:15]1[c:10]([cH:11][cH:12][cH:13][cH:14]1)[C:9]2([OH:19])[c:20]1[cH:21][cH:22][cH:23][cH:24][cH:25]1)[CH2:26][CH2:27][CH2:28][CH:29]([CH2:30][CH2:31][CH2:32][CH:33]([CH3:34])[CH3:35])[CH3:36].[CH:41]([Cl:42])([Cl:43])[Cl:44]>>[CH3:1][CH:2]([CH2:3][CH2:4][O:5][c:6]1[cH:7][c:8]2[c:16]([cH:17][cH:18]1)-[c:15]1[c:10]([cH:11][cH:12][cH:13][cH:14]1)[C:9]2([c:20]1[cH:21][cH:22][cH:23][cH:24][cH:25]1)[Br:40])[CH2:26][CH2:27][CH2:28][CH:29]([CH2:30][CH2:31][CH2:32][CH:33]([CH3:34])[CH3:35])[CH3:36]. The reactants are O (H2O), [H-].[Na+] (NaH), COC1=C(C=CC=C1)CCCCO (2-methoxybenzenebutanol), BrCCCCCCBr (1,6-dibromohexane). The solvent is C1CCOC1 (THF). Yields the product BrCCCCCCOCCCCC1=C(C=CC=C1)OC (1-[4-[(6-Bromohexyl)oxy]butyl]-2-methoxybenzene). The yield is 58.8%. RXN SMILES: [H-].[Na+].[CH3:3][O:4][C:5]1[CH:10]=[CH:9][CH:8]=[CH:7][C:6]=1[CH2:11][CH2:12][CH2:13][CH2:14][OH:15].[Br:16][CH2:17][CH2:18][CH2:19][CH2:20][CH2:21][CH2:22]Br.O>C1COCC1>[Br:16][CH2:17][CH2:18][CH2:19][CH2:20][CH2:21][CH2:22][O:15][CH2:14][CH2:13][CH2:12][CH2:11][C:6]1[CH:7]=[CH:8][CH:9]=[CH:10][C:5]=1[O:4][CH3:3] |f:0.1|. Reported procedure: NaH (46% dispersion in oil; 1.36 g) was added portionwise to a solution of 2-methoxybenzenebutanol (5.0 g) and 1,6-dibromohexane (13.8 g) in THF (50 ml). The suspension was refluxed for 20 h and was treated cautiously with H2O (20 ml). The resulting emulsion was extracted with ER (2×50 ml) and the dried extract was evaporated to leave a yellow oil. The oil was purified on a column of silica (Merck 9385, 600 ml) [A] to give the title compound as a colourless oil (5.6 g). T.l.c. [B] Rf 0.2. The product is Cc1ccc(S(=O)(=O)OC2CCC3(CC2)OCCO3)cc1. The reactants are O, OC1CCC2(CC1)OCCO2, O=S(=O)=O, Cc1ccc(S(=O)(=O)Cl)cc1, c1ccncc1. RXN SMILES: [OH2:33].[OH:1][CH:2]1[CH2:3][CH2:4][C:5]2([O:6][CH2:7][CH2:8][O:9]2)[CH2:10][CH2:11]1.[S:29](=[O:30])(=[O:31])=[O:32].[c:18]1([CH3:28])[cH:19][cH:20][c:21]([S:24](=[O:25])(=[O:26])[Cl:27])[cH:22][cH:23]1.[cH:12]1[cH:13][cH:14][n:15][cH:16][cH:17]1>>[O:1]([CH:2]1[CH2:3][CH2:4][C:5]2([O:6][CH2:7][CH2:8][O:9]2)[CH2:10][CH2:11]1)[S:24]([c:21]1[cH:20][cH:19][c:18]([CH3:28])[cH:23][cH:22]1)(=[O:25])=[O:26]. Product: C1(CC1)CCOC1=NC(=C2N=C(N(C2=N1)CCCC1CC(OCC1)(C)C)OC)N (2-[(2-Cyclopropylethyl)oxy]-9-[3-(2,2-dimethyltetrahydro-2H-pyran-4-yl)propyl]-8-(methyloxy)-9H-purin-6-amine). Procedure details: Prepared similarly to Intermediate 223 from 2-[(2-cyclopropylethyl)oxy]-8-(methyloxy)-1H-purin-6-amine trifluoroacetate and 4-(3-bromopropyl)-2,2-dimethyltetrahydro-2H-pyran. As a reaction SMILES: FC(F)(F)C(O)=O.[CH:8]1([CH2:11][CH2:12][O:13][C:14]2[NH:15][C:16]([NH2:25])=[C:17]3[C:21]([N:22]=2)=[N:20][C:19]([O:23][CH3:24])=[N:18]3)[CH2:10][CH2:9]1.Br[CH2:27][CH2:28][CH2:29][CH:30]1[CH2:35][CH2:34][O:33][C:32]([CH3:37])([CH3:36])[CH2:31]1>>[CH:8]1([CH2:11][CH2:12][O:13][C:14]2[N:22]=[C:21]3[C:17]([N:18]=[C:19]([O:23][CH3:24])[N:20]3[CH2:27][CH2:28][CH2:29][CH:30]3[CH2:35][CH2:34][O:33][C:32]([CH3:36])([CH3:37])[CH2:31]3)=[C:16]([NH2:25])[N:15]=2)[CH2:10][CH2:9]1 |f:0.1|. The reactants are Intermediate 223, FC(C(=O)O)(F)F.C1(CC1)CCOC=1NC(=C2N=C(N=C2N1)OC)N (2-[(2-cyclopropylethyl)oxy]-8-(methyloxy)-1H-purin-6-amine trifluoroacetate), BrCCCC1CC(OCC1)(C)C (4-(3-bromopropyl)-2,2-dimethyltetrahydro-2H-pyran). Procedure: To an aqueous solution of 55 m moles(7.6 g) of 4-hydroxybenzoic acid and 65 m moles(2.6 g) of sodium hydroxide in 200 ml of water, 65 m moles(10.6 g) of carbobenzoxychloride was added dropwise at 0° C. After 24 hours, the precipitate was washed with water, filtered, and dried, then purified by column chromatography to obtain 15.0 g of 4-carbobenzoxyoxybenzoic acid [m.p. 181.9°-183.1° C⟧ (yield: 99%) Run in O (water). Starting materials: OC1=CC=C(C(=O)O)C=C1 (4-hydroxybenzoic acid), [OH-].[Na+] (sodium hydroxide), C(=O)(OCC1=CC=CC=C1)Cl (carbobenzoxychloride). Conditions: time 24 hour. The product is C(=O)(OCC1=CC=CC=C1)OC1=CC=C(C(=O)O)C=C1 (4-carbobenzoxyoxybenzoic acid). The yield is 100.1%. As a reaction SMILES: [OH:1][C:2]1[CH:10]=[CH:9][C:5]([C:6]([OH:8])=[O:7])=[CH:4][CH:3]=1.[OH-].[Na+].[C:13](Cl)([O:15][CH2:16][C:17]1[CH:22]=[CH:21][CH:20]=[CH:19][CH:18]=1)=[O:14]>O>[C:13]([O:1][C:2]1[CH:10]=[CH:9][C:5]([C:6]([OH:8])=[O:7])=[CH:4][CH:3]=1)([O:15][CH2:16][C:17]1[CH:22]=[CH:21][CH:20]=[CH:19][CH:18]=1)=[O:14] |f:1.2|. The reactants are NC(C(C)(C)C)C(=O)O ((DL)-tert-Leucine), O.C(C1=CC=CC=C1)(=O)[C@@]([C@@](C(=O)O)(O)C(C1=CC=CC=C1)=O)(O)C(=O)O (dibenzoyl-d-tartaric acid monohydrate). Run in O (water). Run at temperature 28 celsius, time 24 hour. Product: N[C@H](C(C)(C)C)C(=O)O (D-tert-leucine). Isolated yield 92.0%. RXN SMILES: [NH2:1][CH:2]([C:7]([OH:9])=[O:8])[C:3]([CH3:6])([CH3:5])[CH3:4].O.C([C@](C(O)=O)(O)[C@](C(=O)C1C=CC=CC=1)(O)C(O)=O)(=O)C1C=CC=CC=1>O>[NH2:1][C@@H:2]([C:7]([OH:9])=[O:8])[C:3]([CH3:6])([CH3:5])[CH3:4] |f:1.2|. Procedure details: (DL)-tert-Leucine (15 g, 0.1145 mol) was dissolved in water (180 mL). To the solution was added dibenzoyl-d-tartaric acid monohydrate (21.5 g, 0.057 mol) and stirred for 24 hours at 28° C. (±3). The reaction mixture was filtered to collect L-tert-leucine dibenzoyl-d-tartrate salt. The filtrate was reserved for isolating D-tert-leucine later. The tartrate salt was added to water (150 mL) followed by concentrated sulphuric acid (3 mL) and stirred for 4 hours. Liberated dibenzoyl-d-tartaric acid wa... Starting materials: [Al+3], CC1C(O)CC(=O)N1Cc1ccccc1, [H-], [H-], [H-], [H-], [Li+], C1CCOC1, O. As a reaction SMILES: [Al+3:2].[CH2:7]([c:8]1[cH:9][cH:10][cH:11][cH:12][cH:13]1)[N:14]1[C:15](=[O:21])[CH2:16][CH:17]([OH:20])[CH:18]1[CH3:19].[H-:1].[H-:4].[H-:5].[H-:6].[Li+:3].[O:23]1[CH2:24][CH2:25][CH2:26][CH2:27]1.[OH2:22]>>[CH2:7]([c:8]1[cH:9][cH:10][cH:11][cH:12][cH:13]1)[N:14]1[CH2:15][CH2:16][CH:17]([OH:20])[CH:18]1[CH3:19]. Product: CC1C(O)CCN1Cc1ccccc1. Reactants: CN(Cc1c(Br)cccc1[N+](=O)[O-])C(=O)OC(C)(C)C, C1CCOC1, CO. Yields the product CN(Cc1c(N)cccc1Br)C(=O)OC(C)(C)C. As a reaction SMILES: [C:1]([CH3:2])([CH3:3])([CH3:4])[O:5][C:6]([N:7]([CH3:8])[CH2:9][c:10]1[c:11]([Br:19])[cH:12][cH:13][cH:14][c:15]1[N+:16]([O-:17])=[O:18])=[O:20].[CH2:21]1[O:22][CH2:23][CH2:24][CH2:25]1.[CH3:26][OH:27]>>[C:1]([CH3:2])([CH3:3])([CH3:4])[O:5][C:6]([N:7]([CH3:8])[CH2:9][c:10]1[c:11]([Br:19])[cH:12][cH:13][cH:14][c:15]1[NH2:16])=[O:20]. Reactants: CC(C)(C)C(=O)OC(C(=O)Cl)c1ccccc1, CN(C)c1ccccc1, ClCCl, Cl, Nc1ccc(Cl)cc1C(=O)C(F)(F)F. Product: CC(C)(C)C(=O)OC(C(=O)Nc1ccc(Cl)cc1C(=O)C(F)(F)F)c1ccccc1. RXN SMILES: [C:15]([C:16]([CH3:17])([CH3:18])[CH3:19])(=[O:20])[O:21][CH:22]([C:23](=[O:24])[Cl:25])[c:26]1[cH:27][cH:28][cH:29][cH:30][cH:31]1.[CH3:32][N:33]([c:34]1[cH:35][cH:36][cH:37][cH:38][cH:39]1)[CH3:40].[Cl:42][CH2:43][Cl:44].[ClH:41].[NH2:1][c:2]1[c:3]([C:9]([C:10]([F:11])([F:12])[F:13])=[O:14])[cH:4][c:5]([Cl:8])[cH:6][cH:7]1>>[NH:1]([c:2]1[c:3]([C:9]([C:10]([F:11])([F:12])[F:13])=[O:14])[cH:4][c:5]([Cl:8])[cH:6][cH:7]1)[C:23]([CH:22]([O:21][C:15]([C:16]([CH3:17])([CH3:18])[CH3:19])=[O:20])[c:26]1[cH:27][cH:28][cH:29][cH:30][cH:31]1)=[O:24]. Reactants: C1CCOC1, CS(=O)(=O)Cl, O=C(Nc1cccc(C(F)(F)F)c1)N1CCc2cc(Oc3cc(CO)ncn3)ccc21. Product: CS(=O)(=O)OCc1cc(Oc2ccc3c(c2)CCN3C(=O)Nc2cccc(C(F)(F)F)c2)ncn1. As a reaction SMILES: [CH2:37]1[O:38][CH2:39][CH2:40][CH2:41]1.[CH3:32][S:33]([Cl:34])(=[O:35])=[O:36].[F:1][C:2]([c:3]1[cH:4][c:5]([NH:9][C:10](=[O:11])[N:12]2[CH2:13][CH2:14][c:15]3[cH:16][c:17]([O:21][c:22]4[n:23][cH:24][n:25][c:26]([CH2:28][OH:29])[cH:27]4)[cH:18][cH:19][c:20]32)[cH:6][cH:7][cH:8]1)([F:30])[F:31]>>[F:1][C:2]([c:3]1[cH:4][c:5]([NH:9][C:10](=[O:11])[N:12]2[CH2:13][CH2:14][c:15]3[cH:16][c:17]([O:21][c:22]4[n:23][cH:24][n:25][c:26]([CH2:28][O:29][S:33]([CH3:32])(=[O:35])=[O:36])[cH:27]4)[cH:18][cH:19][c:20]32)[cH:6][cH:7][cH:8]1)([F:30])[F:31].